Dataset: the Open Reaction Database (ORD), a public repository of structured organic reaction records. Task: describe an organic reaction: reactants, conditions, products, and yield The reactants are ClC1=NC=C(C=C1)[N+](=O)[O-] (2-chloro-5-nitropyridine), FC=1C=C(C=CC1)O (3-fluorophenol). Run in N1=CC=CC=C1 (pyridine). Product: FC=1C=C(OC2=NC=C(C=C2)[N+](=O)[O-])C=CC1 (2-(3-fluorophenoxy)-5-nitropyridine). Isolated yield 77.6%. RXN SMILES: Cl[C:2]1[CH:7]=[CH:6][C:5]([N+:8]([O-:10])=[O:9])=[CH:4][N:3]=1.[F:11][C:12]1[CH:13]=[C:14]([OH:18])[CH:15]=[CH:16][CH:17]=1>N1C=CC=CC=1>[F:11][C:12]1[CH:13]=[C:14]([CH:15]=[CH:16][CH:17]=1)[O:18][C:2]1[CH:7]=[CH:6][C:5]([N+:8]([O-:10])=[O:9])=[CH:4][N:3]=1. Reported procedure: A solution of 2-chloro-5-nitropyridine (LXV) (1.98 g, 12.5 mmol) and 3-fluorophenol (LXVI) (1.4 g, 12.5 mmol) in pyridine (20 mL) was heated at 120° C. overnight under argon. The solution was cooled to room temperature and concentrated under vacuum. The residue was dissolved in EtOAc, washed with water, brine, dried over MgSO4 and evaporated. The residue was purified by silica gel column chromatography (100% hexane→2:98 EtOAc:hexane) to give 2-(3-fluorophenoxy)-5-nitropyridine (LXVII) as a yello... Starting materials: BrCC1CC1, Oc1cc(Cl)ccc1-c1nc2cc(F)c(F)cc2n1CC1CCCCC1. Yields the product Fc1cc2nc(-c3ccc(Cl)cc3OCC3CC3)n(CC3CCCCC3)c2cc1F. As a reaction SMILES: [Br:27][CH2:28][CH:29]1[CH2:30][CH2:31]1.[Cl:1][c:2]1[cH:3][cH:4][c:5](-[c:9]2[n:10][c:11]3[c:12]([n:13]2[CH2:14][CH:15]2[CH2:16][CH2:17][CH2:18][CH2:19][CH2:20]2)[cH:21][c:22]([F:26])[c:23]([F:25])[cH:24]3)[c:6]([OH:8])[cH:7]1>>[Cl:1][c:2]1[cH:3][cH:4][c:5](-[c:9]2[n:10][c:11]3[c:12]([n:13]2[CH2:14][CH:15]2[CH2:16][CH2:17][CH2:18][CH2:19][CH2:20]2)[cH:21][c:22]([F:26])[c:23]([F:25])[cH:24]3)[c:6]([O:8][CH2:28][CH:29]2[CH2:30][CH2:31]2)[cH:7]1. Reaction SMILES: [C:1]([CH3:2])(=[O:3])[c:4]1[cH:5][cH:6][c:7]([CH2:9][CH2:10][CH2:11][CH2:12][CH2:13][OH:14])[o:8]1.[C:34]([Cl:35])([Cl:36])([Cl:37])[Cl:38].[c:15]1([P:16]([c:17]2[cH:18][cH:19][cH:20][cH:21][cH:22]2)[c:23]2[cH:24][cH:25][cH:26][cH:27][cH:28]2)[cH:29][cH:30][cH:31][cH:32][cH:33]1>>[C:1]([CH3:2])(=[O:3])[c:4]1[cH:5][cH:6][c:7]([CH2:9][CH2:10][CH2:11][CH2:12][CH2:13][Cl:35])[o:8]1. Product: CC(=O)c1ccc(CCCCCCl)o1. Reactants: CC(=O)c1ccc(CCCCCO)o1, ClC(Cl)(Cl)Cl, c1ccc(P(c2ccccc2)c2ccccc2)cc1.